From a dataset of the Open Reaction Database (ORD), a public repository of structured organic reaction records. describe an organic reaction: reactants, conditions, products, and yield Starting materials: B([O-])([O-])[O-].B([O-])([O-])[O-].B([O-])([O-])[O-].B([O-])([O-])[O-].[Na+].[Na+].[Na+].[Na+].[Na+].[Na+].[Na+].[Na+].[Na+].[Na+].[Na+].[Na+] (Sodium tetraborate), 35(Na2O). Solvent: O (water). Run at temperature 1100 celsius, time 10 minute. Product: B1(OB2OB(OB(O1)O2)[O-])[O-].[Na+].[Na+] (Borax Glass). Reaction SMILES: [B:1]([O-:4])([O-:3])[O-:2].[B:5]([O-:8])([O-:7])[O-:6].[B:9]([O-:12])([O-])[O-].[B:13]([O-])([O-])[O-].[Na+:17].[Na+].[Na+].[Na+].[Na+].[Na+].[Na+].[Na+].[Na+].[Na+].[Na+].[Na+]>O>[B:1]1([O-:4])[O:3][B:13]2[O:12][B:9]([O:6][B:5]([O-:8])[O:7]2)[O:2]1.[Na+:17].[Na+:17] |f:0.1.2.3.4.5.6.7.8.9.10.11.12.13.14.15,17.18.19|. Procedure: Sodium tetraborate (Na2B4O7.10H2O), analyzed reagent was dried overnight at 150° C, mixed with the appropriate quantity of dopant ions and homogenized in an electric homogenizer (vibrator) during 10 minutes. The material was then transferred to a platinum crucible and heated at 1100° C for at least 30 minutes, until a clear transparent solution was obtained. The glass matrix loses water and the composition of the matrix is after the heating 35(Na2O).65(B2O3). A drop of the hot melt was allowed t... Starting materials: C1CCOC1, CCOC(C)=O, CC(C)[Mg+], [Cl-], COC(=O)C1(CCNc2ccccc2Cl)CCCN1C(=O)OC(C)(C)C. The product is CC(C)(C)OC(=O)N1CCCC12CCN(c1ccccc1Cl)C2=O. Reaction SMILES: [CH2:32]1[O:33][CH2:34][CH2:35][CH2:36]1.[CH3:37][CH2:38][O:39][C:40]([CH3:41])=[O:42].[CH:28]([Mg+:29])([CH3:30])[CH3:31].[Cl-:27].[Cl:1][c:2]1[c:3]([NH:8][CH2:9][CH2:10][C:11]2([C:23]([O:25][CH3:24])=[O:26])[N:12]([C:16](=[O:17])[O:18][C:19]([CH3:20])([CH3:21])[CH3:22])[CH2:13][CH2:14][CH2:15]2)[cH:4][cH:5][cH:6][cH:7]1>>[Cl:1][c:2]1[c:3]([N:8]2[CH2:9][CH2:10][C:11]3([N:12]([C:16](=[O:17])[O:18][C:19]([CH3:20])([CH3:21])[CH3:22])[CH2:13][CH2:14][CH2:15]3)[C:23]2=[O:25])[cH:4][cH:5][cH:6][cH:7]1. Starting materials: COC=1C=C(C(=O)OC)C=C(C1)OC (methyl 3,5-dimethoxybenzoate), C1(=CC=CC=C1)CC(=O)Cl (phenylacetyl chloride), ester. Yields the product COC=1C(=C(C(=O)O)C=C(C1)OC)C(CC1=CC=CC=C1)=O (3,5-dimethoxy-2-(phenylacetyl)benzoic acid). Reaction SMILES: [CH3:1][O:2][C:3]1[CH:4]=[C:5]([CH:10]=[C:11]([O:13][CH3:14])[CH:12]=1)[C:6]([O:8]C)=[O:7].[C:15]1([CH2:21][C:22](Cl)=[O:23])[CH:20]=[CH:19][CH:18]=[CH:17][CH:16]=1>>[CH3:1][O:2][C:3]1[C:4]([C:22](=[O:23])[CH2:21][C:15]2[CH:20]=[CH:19][CH:18]=[CH:17][CH:16]=2)=[C:5]([CH:10]=[C:11]([O:13][CH3:14])[CH:12]=1)[C:6]([OH:8])=[O:7]. Reported procedure: This compound is synthesized by reacting methyl 3,5-dimethoxybenzoate with phenylacetyl chloride via the Friedel-Crafts reaction, followed by saponification of the ester obtained, according to the method described in 2.1. It is used in crude form in the following reaction. Starting materials: B, CCO, COc1cc(OC)nc(C2(O)OC(=O)c3c(-c4cccs4)ccnc32)n1, [Na]. Product: COc1cc(OC)nc(C2OC(=O)c3c(-c4cccs4)ccnc32)n1. RXN SMILES: [BH3:27].[CH2:29]([OH:30])[CH3:31].[CH3:1][O:2][c:3]1[n:4][c:5]([C:11]2([OH:26])[O:12][C:13](=[O:25])[c:14]3[c:15]2[n:16][cH:17][cH:18][c:19]3-[c:20]2[s:21][cH:22][cH:23][cH:24]2)[n:6][c:7]([O:9][CH3:10])[cH:8]1.[Na:28]>>[CH3:1][O:2][c:3]1[n:4][c:5]([CH:11]2[O:12][C:13](=[O:25])[c:14]3[c:15]2[n:16][cH:17][cH:18][c:19]3-[c:20]2[s:21][cH:22][cH:23][cH:24]2)[n:6][c:7]([O:9][CH3:10])[cH:8]1. Starting materials: C(C1=CC=CC=C1)OC(NC12CC3C(C(CC(C1)C3)C2)=S)=O ((4-Thioxo-adamantan-1-yl)-carbamic acid benzyl ester), Br (HBr). The solvent is CCOCC (Ether). Run at time 1 hour. The product is NC12CC3C(C(CC(C1)C3)C2)=S (5-Amino-adamantane-2-thione). Yield: 110.3%. Reaction SMILES: C(OC(=O)[NH:10][C:11]12[CH2:20][CH:15]3[CH2:16][CH:17]([CH2:19][CH:13]([C:14]3=[S:21])[CH2:12]1)[CH2:18]2)C1C=CC=CC=1.Br>CCOCC>[NH2:10][C:11]12[CH2:20][CH:15]3[CH2:16][CH:17]([CH2:19][CH:13]([C:14]3=[S:21])[CH2:12]1)[CH2:18]2. Procedure: To 10B (30 mg, 0.10 mmol) was added HBr (33% in HOAc) 2 mL and the mixture was stirred at rt for 1 h. Ether (10 mL×2) was added and the resulting precipitate was collected and dried under vacuum to give the title compound as hydrogen bromide salts (10) (20 mg). LC-MS (ESR): m/z=182 (M+H)+ The reactants are O(C1=CC=CC=C1)CCN1CCNCC1 (1-[2-phenoxyethyl]piperazine), CSC(=NC#N)SC (dimethyl cyanodithioiminocarbonate), C(C)#N (acetonitrile), O.NN (hydrazine hydrate). Product: NC=1NC(=NN1)N1CCN(CC1)CCOC1=CC=CC=C1 (1-(5-Amino-4H-1,2,4-triazol-3-yl)-4-(2-phenoxyethyl)piperazine). Reaction SMILES: [O:1]([CH2:8][CH2:9][N:10]1[CH2:15][CH2:14][NH:13][CH2:12][CH2:11]1)[C:2]1[CH:7]=[CH:6][CH:5]=[CH:4][CH:3]=1.CSC(SC)=[N:19][C:20]#[N:21].O.[NH2:25]N.[C:27](#[N:29])C>>[NH2:19][C:20]1[NH:21][C:27]([N:13]2[CH2:12][CH2:11][N:10]([CH2:9][CH2:8][O:1][C:2]3[CH:7]=[CH:6][CH:5]=[CH:4][CH:3]=3)[CH2:15][CH2:14]2)=[N:29][N:25]=1 |f:2.3|. Reported procedure: In the manner of Example 3 a mixture of 10.3 g (0.05 moles) of 1-[2-phenoxyethyl]piperazine and 7.3 g (0.05 moles) of dimethyl cyanodithioiminocarbonate in 250 ml of acetonitrile was refluxed for 3 hours. After cooling, 2.8 ml (0.056 moles) of hydrazine hydrate was added and the mixture was refluxed for 45 minutes. The mixture was cooled, filtered through diatomaceous earth and the filtrate was evaporated to a paste. The product was crystallized from ethanol/ether/hexane, collected and washed wi... Starting materials: C1(O)=CC=C(O)C=C1 (Hydroquinone), C (methane). Run in C(CC)O (n-propanol). Run at time 2 hour. Product: C1(O)=CC=C(O)C=C1.C (Hydroquinone methane). RXN SMILES: [C:1]1([CH:8]=[CH:7][C:5]([OH:6])=[CH:4][CH:3]=1)[OH:2].[CH4:9]>C(O)CC>[C:1]1([CH:8]=[CH:7][C:5]([OH:6])=[CH:4][CH:3]=1)[OH:2].[CH4:9] |f:3.4|. Reported procedure: Hydroquinone (30 g) was dissolved in n-propanol (70 ml) at 70° C. The hot solution was introduced into the high pressure autoclave. The solution was subjected to compressed methane of 300 bar. The high pressure autoclave was kept for 2 h at 80° C. The solution was then cooled down to room temperature within 5 days. The crystals were filtered off and then washed 4 times with cold n-propanol (5 ml). The crystals were dried in the drying cabinet at 70° C. subsequently. Reactants: FC1=C(C(=O)Cl)C=CC=C1 (2-fluorobenzoyl chloride), N1N=CC=C1 (pyrazole), NC1=CC(=NN1C(=O)OC(C)(C)C)C(=O)OC (5-Amino-1-tert-butoxycarbonyl-3-methoxycarbonylpyrazole), O=C1C(N=C(C2=C(N1)C=CC=C2)C2=CC=CC=C2)NC(=O)C2=NN(C(=C2C)NC(C2=C(C=CC=C2)Cl)=O)C2=NC=CC=C2 (4-methyl-5-(2-chloro-benzoylamino)-1-(pyridine-2-yl)-pyrazole-3-carboxylic acid (2-oxo-5-phenyl-2,3-dihydro-1H-benzo[e][1,4]diazepin-3-yl)amide), C(C)OC(=O)C1=NN(C(=C1C)N)C1=CC=CC=C1 (5-amino-4-methyl-1-phenyl-1H-pyrazole-3-carboxylic acid ethyl ester), C(C)OC(C(C(C)C#N)=O)=O (3-cyano-3-methyl-2-oxopropanoic acid ethyl ester), ClC1=C(C(=O)Cl)C=CC=C1 (2-chlorobenzoyl chloride). Yields the product N1(CCC(CC1)CCNC(=O)C1=NN(C(=C1C)NC(C1=C(C=CC=C1)F)=O)C1=CC=CC=C1)C1=CC=NC=C1 (4-methyl-5-(2-fluoro-benzoylamino)-1-phenyl-pyrazole-3-carboxylic acid [2-(3,4,5,6-tetrahydro-2H-[1,4′]bipyridin-4-yl)-ethyl]amide). RXN SMILES: [NH:1]1[CH:5]=[CH:4][CH:3]=[N:2]1.C(O[C:9]([C:11]1[C:15]([CH3:16])=[C:14]([NH2:17])[N:13]([C:18]2[CH:23]=[CH:22][CH:21]=[CH:20][CH:19]=2)[N:12]=1)=[O:10])C.[CH2:24](OC(=O)C(=O)C(C#N)C)[CH3:25].[NH2:35]C1N(C(OC(C)(C)C)=O)N=C(C(OC)=O)C=1.[F:52][C:53]1[CH:61]=[CH:60][CH:59]=[CH:58][C:54]=1[C:55](Cl)=[O:56].ClC1C=CC=CC=1C(Cl)=O.O=C1NC2C=CC=C[C:77]=2[C:76]([C:84]2[CH:89]=[CH:88]C=[CH:86][CH:85]=2)=NC1NC(C1C(C)=C(NC(=O)C2C=CC=CC=2Cl)N(C2C=CC=CN=2)N=1)=O>>[N:2]1([C:3]2[CH:25]=[CH:24][N:1]=[CH:5][CH:4]=2)[CH2:77][CH2:76][CH:84]([CH2:89][CH2:88][NH:35][C:9]([C:11]2[C:15]([CH3:16])=[C:14]([NH:17][C:55](=[O:56])[C:54]3[CH:58]=[CH:59][CH:60]=[CH:61][C:53]=3[F:52])[N:13]([C:18]3[CH:19]=[CH:20][CH:21]=[CH:22][CH:23]=3)[N:12]=2)=[O:10])[CH2:85][CH2:86]1. Reported procedure: The pyrazole acid, prepared as described in Procedure 8 using 5-amino-4-methyl-1-phenyl-1H-pyrazole-3-carboxylic acid ethyl ester (prepared as described in Procedure 41 using 3-cyano-3-methyl-2-oxopropanoic acid ethyl ester (U.S. Pat. No. 4,652,669)) in place of compound 20 and 2-fluorobenzoyl chloride in place compound 21, was coupled to 2-(3,4,5,6-tetrahydro-2H-[1,4′]bipyridin-4-yl)ethylamine (prepared as described in Procedure 14) using the method of Procedure 10.